describe an organic reaction: reactants, conditions, products, and yield From a dataset of the Open Reaction Database (ORD), a public repository of structured organic reaction records. Starting materials: ONC(=N)C1=C2CCC(C2=CC=C1)=NO (4-(N-hydroxyamidino)-2,3-dihydro-1H-inden-1-one oxime), NN1C(=NC=C1)N (1,2-diamino-imidazole), Cl (hydrochloric acid). Run in C(C)(C)O (isopropanol). The product is Cl.Cl.ONC(=N)C1=C2CCC(C2=CC=C1)=NN1C(=NC=C1)N (1-[4-(N-Hydroxyamidino)-2,3-dihydro-1H-inden-1-ylideneamino]-2-amino-imidazole dihydrochloride). As a reaction SMILES: [OH:1][NH:2][C:3]([C:5]1[CH:13]=[CH:12][CH:11]=[C:10]2[C:6]=1[CH2:7][CH2:8][C:9]2=[N:14]O)=[NH:4].N[N:17]1[CH:21]=[CH:20][N:19]=[C:18]1[NH2:22].[ClH:23]>C(O)(C)C>[ClH:23].[ClH:23].[OH:1][NH:2][C:3]([C:5]1[CH:13]=[CH:12][CH:11]=[C:10]2[C:6]=1[CH2:7][CH2:8][C:9]2=[N:14][N:17]1[CH:21]=[CH:20][N:19]=[C:18]1[NH2:22])=[NH:4] |f:4.5.6|. Procedure: A mixture of 0.837 g (4.079 mmol) of 4-(N-hydroxyamidino)-2,3-dihydro-1H-inden-1-one oxime, 0.40 g (4.077 mmol) of 1,2-diamino-imidazole, 23 ml of isopropanol and 1.33 ml of concentrated hydrochloric acid is heated under reflux for 22 hours. Filtration of the hot reaction mixture, washing of the crystallizate with isopropanol and diethyl ether and drying under a high vacuum yield the title compound, m.p. 258°-260° C. (decomp.), 1H-NMR (DMSO/D2O): δ=8.29 (d, 1H); 7.80 (d, 1H); 7.65 (t, 1H); 7.55 ... Starting materials: Cc1ccc(Br)nc1, CC(C)[Mg+], [Cl-], [Cl-], O=Cc1cc(F)ccc1F, [NH4+], C1CCOC1. Yields the product Cc1ccc(C(O)c2cc(F)ccc2F)nc1. RXN SMILES: [Br:6][c:7]1[n:8][cH:9][c:10]([CH3:13])[cH:11][cH:12]1.[CH:2]([Mg+:3])([CH3:4])[CH3:5].[Cl-:1].[Cl-:24].[F:14][c:15]1[c:16]([CH:17]=[O:18])[cH:19][c:20]([F:23])[cH:21][cH:22]1.[NH4+:25].[O:26]1[CH2:27][CH2:28][CH2:29][CH2:30]1>>[c:7]1([CH:17]([c:16]2[c:15]([F:14])[cH:22][cH:21][c:20]([F:23])[cH:19]2)[OH:18])[n:8][cH:9][c:10]([CH3:13])[cH:11][cH:12]1. Reactants: C(CCCO)O (1,4-butandiol), [H-].[Na+] (sodium hydride), C(CC(C)C)Br (isopentyl bromide). Solvent: COCCOC (1,2-dimethoxyethane). Reaction conditions: temperature 55 celsius, time 2 hour. The product is C(CC(C)C)OCCCCO (4-Isopentyloxy-1-butanol). Reaction SMILES: [CH2:1]([OH:6])[CH2:2][CH2:3][CH2:4][OH:5].[H-].[Na+].[CH2:9](Br)[CH2:10][CH:11]([CH3:13])[CH3:12]>COCCOC>[CH2:9]([O:5][CH2:4][CH2:3][CH2:2][CH2:1][OH:6])[CH2:10][CH:11]([CH3:13])[CH3:12] |f:1.2|. Reported procedure: 36.0 g (0.40 mol) of 1,4-butandiol are added over the course of 20 minutes of a suspension of 12.20 g (0.279 mol) of 55 % sodium hydride in 400 cc of absolute 1,2-dimethoxyethane. The mixture is stirred at 55° C for 2 hours. After this period, 40.2 g (0.266 mol) of isopentyl bromide are added dropwise at 55°, over the course of 20 minutes, and the mixture is then stirred at 60° for 48 hours. The reaction mixture is cooled, filtered and the filtrate is evaporated at 40° /12 mm Hg. The residue is ...